This data is from the Open Reaction Database (ORD), a public repository of structured organic reaction records. The task is: describe an organic reaction: reactants, conditions, products, and yield Reactants: NC1=NC(=NC2=CC(=C(C=C12)OC)OC)Cl (4-amino-2-chloro-6,7-dimethoxyquinazoline), C1(=CC=CC=C1)C1(CC1)C(=O)N1CCNCC1 (1-(phenylcyclopropylcarbonyl)piperazine). Solvent: C(CC(C)C)O (isopentanol). Yields the product O.Cl.NC1=NC(=NC2=CC(=C(C=C12)OC)OC)N1CCN(CC1)C(=O)C1(CC1)C1=CC=CC=C1 (4-Amino-6,7-dimethoxy-2-[4-(1-phenylcyclopropylcarbonyl)-1-piperazinyl]quinazoline hydrochloride hydrate). The yield is 142.4%. As a reaction SMILES: [NH2:1][C:2]1[C:11]2[C:6](=[CH:7][C:8]([O:14][CH3:15])=[C:9]([O:12][CH3:13])[CH:10]=2)[N:5]=[C:4]([Cl:16])[N:3]=1.[C:17]1([C:23]2([C:26]([N:28]3[CH2:33][CH2:32][NH:31][CH2:30][CH2:29]3)=[O:27])[CH2:25][CH2:24]2)[CH:22]=[CH:21][CH:20]=[CH:19][CH:18]=1>C(O)CC(C)C>[OH2:12].[ClH:16].[NH2:1][C:2]1[C:11]2[C:6](=[CH:7][C:8]([O:14][CH3:15])=[C:9]([O:12][CH3:13])[CH:10]=2)[N:5]=[C:4]([N:31]2[CH2:32][CH2:33][N:28]([C:26]([C:23]3([C:17]4[CH:22]=[CH:21][CH:20]=[CH:19][CH:18]=4)[CH2:24][CH2:25]3)=[O:27])[CH2:29][CH2:30]2)[N:3]=1 |f:3.4.5|. Procedure: To 24 ml of isopentanol were added 1.2 g of 4-amino-2-chloro-6,7-dimethoxyquinazoline and 1.35 g of 1-(phenylcyclopropylcarbonyl)piperazine. The resulting mixture was heated under reflux for 4 hours and then the crystals thereby produced were collected by filtration and recrystallized from a 50% v/v aqueous ethanol, to give 1.74 g of the desired Compound No. 33 hydrochloride hydrate in the form of colourless prisms melting at 287°-288° C. (with decomposition). Starting materials: C(C)O (ethanol), 40, CN (methylamine), P(=O)(Cl)(Cl)Cl (Phosphorus oxychloride), CSC1=NC=C(C(=N1)O)CC(=O)OCC (ethyl 2-methylthio-4-hydroxy-pyrimidine-5-acetate). The solvent is CO (methanol). Yields the product CSC=1N=CC2=C(N1)N(C(C2)=O)C (2-Methylthio-5,6-dihydro-7-methyl-6-oxo(7H)-pyrrolo[2,3-d]pyrimidine). Isolated yield 36.0%. As a reaction SMILES: P(Cl)(Cl)(Cl)=O.[CH3:6][S:7][C:8]1[N:13]=[C:12](O)[C:11]([CH2:15][C:16]([O:18]CC)=O)=[CH:10][N:9]=1.C(O)C.[CH3:24][NH2:25]>CO>[CH3:6][S:7][C:8]1[N:9]=[CH:10][C:11]2[CH2:15][C:16](=[O:18])[N:25]([CH3:24])[C:12]=2[N:13]=1. Procedure details: Phosphorus oxychloride (59.0 g) was added to 4.84 g (21.2 mmoles) of ethyl 2-methylthio-4-hydroxy-pyrimidine-5-acetate, and the mixture was heated under reflux for 3 hours. The reaction mixture was concentrated under reduced pressure, and after adding chloroform, neutralized with an aqueous solution of sodium hydrogen carbonate. The chloroform layer was concentrated under reduced pressure. To the concentrate were added 20 ml of ethanol and 3.48 g (44.9 mmoles) of a 40 methanol solution of methyl...